Dataset: the Open Reaction Database (ORD), a public repository of structured organic reaction records. Task: describe an organic reaction: reactants, conditions, products, and yield The reactants are CC(C)(C)OC(=O)Nc1ccccc1NC(=O)c1ccc(CNc2nc3ccc([N+](=O)[O-])cc3s2)cc1, C1CCOC1, CC(=O)[O-], CO, [NH4+], O, O, O, Cl[Sn]Cl. Yields the product CC(C)(C)OC(=O)Nc1ccccc1NC(=O)c1ccc(CNc2nc3ccc(N)cc3s2)cc1. RXN SMILES: [C:1]([CH3:2])([CH3:3])([CH3:4])[O:5][C:6]([NH:7][c:8]1[c:9]([NH:14][C:15]([c:16]2[cH:17][cH:18][c:19]([CH2:22][NH:23][c:24]3[s:25][c:26]4[c:27]([n:28]3)[cH:29][cH:30][c:31]([N+:33]([O-:34])=[O:35])[cH:32]4)[cH:20][cH:21]2)=[O:36])[cH:10][cH:11][cH:12][cH:13]1)=[O:37].[CH2:48]1[O:49][CH2:50][CH2:51][CH2:52]1.[CH3:44][C:45](=[O:46])[O-:47].[CH3:53][OH:54].[NH4+:43].[OH2:38].[OH2:39].[OH2:55].[Sn:40]([Cl:41])[Cl:42]>>[C:1]([CH3:2])([CH3:3])([CH3:4])[O:5][C:6]([NH:7][c:8]1[c:9]([NH:14][C:15]([c:16]2[cH:17][cH:18][c:19]([CH2:22][NH:23][c:24]3[s:25][c:26]4[c:27]([n:28]3)[cH:29][cH:30][c:31]([NH2:33])[cH:32]4)[cH:20][cH:21]2)=[O:36])[cH:10][cH:11][cH:12][cH:13]1)=[O:37]. Starting materials: Ic1ccccc1, COC(=O)c1ccc2cc[nH]c2c1. Yields the product COC(=O)c1ccc2ccn(-c3ccccc3)c2c1. As a reaction SMILES: [I:14][c:15]1[cH:16][cH:17][cH:18][cH:19][cH:20]1.[nH:1]1[cH:2][cH:3][c:4]2[cH:5][cH:6][c:7]([C:10](=[O:11])[O:12][CH3:13])[cH:8][c:9]12>>[n:1]1(-[c:15]2[cH:16][cH:17][cH:18][cH:19][cH:20]2)[cH:2][cH:3][c:4]2[cH:5][cH:6][c:7]([C:10](=[O:11])[O:12][CH3:13])[cH:8][c:9]12. Starting materials: BrC=1C=C(C(=NC1)OCCCCCCCC)F (5-bromo-3-fluoro-2-octyloxypyridine), C(CCCCCCC)OC1=CC=C(C=C1)B(O)O (4-octyloxybenzeneboronic acid), tetrakis(triphenylphospine)palladium(0), C([O-])([O-])=O.[Na+].[Na+] (sodium carbonate), C(C)O (ethanol). Solvent: C1(=CC=CC=C1)C (toluene), O (water). Yields the product FC=1C(=NC=C(C1)C1=CC=C(C=C1)OCCCCCCCC)OCCCCCCCC (3-fluoro-2-octyloxy-5-(4-octyloxyphenyl)pyridine). Yield: 67.3%. RXN SMILES: Br[C:2]1[CH:3]=[C:4]([F:17])[C:5]([O:8][CH2:9][CH2:10][CH2:11][CH2:12][CH2:13][CH2:14][CH2:15][CH3:16])=[N:6][CH:7]=1.[CH2:18]([O:26][C:27]1[CH:32]=[CH:31][C:30](B(O)O)=[CH:29][CH:28]=1)[CH2:19][CH2:20][CH2:21][CH2:22][CH2:23][CH2:24][CH3:25].C(=O)([O-])[O-].[Na+].[Na+].C(O)C>C1(C)C=CC=CC=1.O>[F:17][C:4]1[C:5]([O:8][CH2:9][CH2:10][CH2:11][CH2:12][CH2:13][CH2:14][CH2:15][CH3:16])=[N:6][CH:7]=[C:2]([C:30]2[CH:31]=[CH:32][C:27]([O:26][CH2:18][CH2:19][CH2:20][CH2:21][CH2:22][CH2:23][CH2:24][CH3:25])=[CH:28][CH:29]=2)[CH:3]=1 |f:2.3.4|. Procedure: 3.00 g (9.86 mmol) of 5-bromo-3-fluoro-2-octyloxypyridine, 2.47 g (9.86 mmol) of 4-octyloxybenzeneboronic acid, 0.11 g (0.10 mmol) of tetrakis(triphenylphospine)palladium(0) and 2.09 g (19.72 mmol) of sodium carbonate are heated at 80° C. for 3 hours in 90 ml of toluene, 60 ml of ethanol and 30 ml of water. The mixture is subsequently partitioned between aqueous sodium chloride solution and ether and the organic phase is washed with aqueous sodium chloride solution, dried over sodium sulfate, ev... Starting materials: C(#N)C=1N=CSC1 (4-cyanothiazole), Cl.C1(=C(C=CC=C1)N)N (o-phenylenediamine monohydrochloride). Reaction conditions: temperature 201 celsius, time 5 hour. Product: C=1C=CC2=C(C1)NC(=N2)C3=CSC=N3 (Thiabendazole). Isolated yield 75.5%. Reaction SMILES: [C:1]([C:3]1[N:4]=[CH:5][S:6][CH:7]=1)#[N:2].Cl.[C:9]1(N)[CH:14]=[CH:13][CH:12]=[CH:11][C:10]=1[NH2:15]>>[CH:13]1[CH:14]=[CH:9][C:10]2[N:15]=[C:1]([C:3]3[N:4]=[CH:5][S:6][CH:7]=3)[NH:2][C:11]=2[CH:12]=1 |f:1.2|. Procedure details: The mixture was heated and when the pot temperature reached 164° C., distillation commenced. The temperature gradually increased to 201° C. and a total of 44 ml of water plus ethylene glycol distillate were removed. The mixture was allowed to cool to 100° C. before 27.5 g (0.25 moles) of 4-cyanothiazole were added to the solution containing o-phenylenediamine monohydrochloride. The reaction mixture was heated to 125° C. and held within a temperature range of 125°-130° C. for a period of 5 hours.... The reactants are N[C@@H](CS)C(=O)O (L-cysteine), ClCC=1C=CC(=C(C#N)C1)C1CCCC1 (5-(Chloromethyl)-2-cyclopentylbenzonitrile), OC1=CC=2C=C3N(C2C=C1)CCC3CC(=O)OC(C)(C)C (tert-butyl 2-(7-hydroxy-2,3-dihydro-1H-pyrrolo[1,2-a]indol-1-yl)acetate), C(=O)([O-])[O-].[K+].[K+] (K2CO3). The solvent is CN(C)C=O (DMF), O (water), C(=O)(C(F)(F)F)O (TFA). Run at temperature 60 celsius, time 15 minute. Product: C(#N)C=1C=C(COC2=CC=3C=C4N(C3C=C2)CCC4CC(=O)O)C=CC1C1CCCC1 (2-(7-(3-Cyano-4-cyclopentylbenzyloxy)-2,3-dihydro-1H-pyrrolo[1,2-a]indol-1-yl)acetic Acid). As a reaction SMILES: Cl[CH2:2][C:3]1[CH:4]=[CH:5][C:6]([CH:11]2[CH2:15][CH2:14][CH2:13][CH2:12]2)=[C:7]([CH:10]=1)[C:8]#[N:9].[OH:16][C:17]1[CH:25]=[CH:24][C:23]2[N:22]3[CH2:26][CH2:27][CH:28]([CH2:29][C:30]([O:32]C(C)(C)C)=[O:31])[C:21]3=[CH:20][C:19]=2[CH:18]=1.C([O-])([O-])=O.[K+].[K+].N[C@H](C(O)=O)CS>CN(C=O)C.C(O)(C(F)(F)F)=O.O>[C:8]([C:7]1[CH:10]=[C:3]([CH:4]=[CH:5][C:6]=1[CH:11]1[CH2:15][CH2:14][CH2:13][CH2:12]1)[CH2:2][O:16][C:17]1[CH:25]=[CH:24][C:23]2[N:22]3[CH2:26][CH2:27][CH:28]([CH2:29][C:30]([OH:32])=[O:31])[C:21]3=[CH:20][C:19]=2[CH:18]=1)#[N:9] |f:2.3.4|. Procedure details: 5-(Chloromethyl)-2-cyclopentylbenzonitrile (38.2 mg, 0.174 mmol), tert-butyl 2-(7-hydroxy-2,3-dihydro-1H-pyrrolo[1,2-a]indol-1-yl)acetate (50 mg, 0.174 mmol), and K2CO3 (36.1 mg, 0.261 mmol) were dissolved in DMF and heated to 60° C. for 16 h. The reaction mixture was filtered through Celite® and purified by HPLC. The intermediate was isolated and dissolved in TFA (0.2 M) and added D/L-cysteine. After 15 min, the mixture was poured into water and extracted with DCM. The organic extract was conce... Starting materials: CS(=O)(=O)C1=CC=C(C=C1)/C(=C/C1OCCC1)/C1=CC=2C(=NC=CC2)N1 ((Z)-2-[1-(4-methanesulfonyl-phenyl)-2-(tetrahydro-furan-2-yl)-vinyl]-1H-pyrrolo[2,3-b]pyridine). Reagents/catalysts: [Pd] (palladium on activated carbon). Run in CO (methanol). Conditions: temperature 50 celsius. The product is CS(=O)(=O)C1=CC=C(C=C1)C(CC1OCCC1)C1=CC=2C(=NC=CC2)N1 (2-[1-(4-methanesulfonyl-phenyl)-2-(tetrahydro-furan-2-yl)-ethyl]-1H-pyrrolo[2,3-b]pyridine). The yield is 25.3%. As a reaction SMILES: [CH3:1][S:2]([C:5]1[CH:10]=[CH:9][C:8](/[C:11](/[C:18]2[NH:26][C:21]3=[N:22][CH:23]=[CH:24][CH:25]=[C:20]3[CH:19]=2)=[CH:12]/[CH:13]2[CH2:17][CH2:16][CH2:15][O:14]2)=[CH:7][CH:6]=1)(=[O:4])=[O:3]>[Pd].CO>[CH3:1][S:2]([C:5]1[CH:6]=[CH:7][C:8]([CH:11]([C:18]2[NH:26][C:21]3=[N:22][CH:23]=[CH:24][CH:25]=[C:20]3[CH:19]=2)[CH2:12][CH:13]2[CH2:17][CH2:16][CH2:15][O:14]2)=[CH:9][CH:10]=1)(=[O:3])=[O:4]. Reported procedure: A mixture of (Z)-2-[1-(4-methanesulfonyl-phenyl)-2-(tetrahydro-furan-2-yl)-vinyl]-1H-pyrrolo[2,3-b]pyridine (prepared as in Example 70, 60 mg, 0.16 mmol) and 10% palladium on activated carbon (18 mg) in methanol (250 mL) was heated at 50° C. under hydrogen (50 psi) for 16 h. The mixture was cooled to 25° C., the catalyst filtered off, washed with ethyl acetate and concentrated in vacuo. Purification using a Waters automated flash system (column: Xterra 30 mm×100 mm, sample manager 2767, pump 252... Reactants: COC(CCC1=CC=C(C(=O)OC)C=C1)=O (methyl 4-(3-methoxy-3-oxopropyl)benzoate), [OH-].[Na+] (sodium hydroxide). The solvent is CO (methanol). Reaction conditions: time 16 hour. Product: COC(=O)C1=CC=C(C=C1)CCC(=O)O (3-[4-(methoxycarbonyl)phenyl]propionic acid). Yield: 76.4%. RXN SMILES: C[O:2][C:3](=[O:16])[CH2:4][CH2:5][C:6]1[CH:15]=[CH:14][C:9]([C:10]([O:12][CH3:13])=[O:11])=[CH:8][CH:7]=1.[OH-].[Na+]>CO>[CH3:13][O:12][C:10]([C:9]1[CH:14]=[CH:15][C:6]([CH2:5][CH2:4][C:3]([OH:16])=[O:2])=[CH:7][CH:8]=1)=[O:11] |f:1.2|. Procedure details: To a solution of methyl 4-(3-methoxy-3-oxopropyl)benzoate (5.05 g, 22.7 mmol) in methanol (120 ml) was added 1N aqueous sodium hydroxide solution (22.7 ml) at 0° C., and the mixture was stirred at room temperature for 16 hrs. After the reaction mixture was concentrated, the residue was dissolved in water, and the solution was washed with diethyl ether. To the aqueous layer was added 6N hydrochloric acid, and the mixture was extracted with ethyl acetate. The extract was washed with saturated brin...